describe an organic reaction: reactants, conditions, products, and yield From a dataset of the Open Reaction Database (ORD), a public repository of structured organic reaction records. The reactants are O=C([O-])O, C1CCOC1, CCO, CC(C)(CCOC(=O)c1ccc([N+](=O)[O-])cc1)CC(CO[N+](=O)[O-])O[N+](=O)[O-], [Na+], [Na+], [OH-]. The product is CC(C)(CCO)CC(CO[N+](=O)[O-])O[N+](=O)[O-]. As a reaction SMILES: [C:39](=[O:40])([OH:41])[O-:42].[CH2:31]1[O:32][CH2:33][CH2:34][CH2:35]1.[CH3:36][CH2:37][OH:38].[N+:1]([c:2]1[cH:3][cH:4][c:5]([C:6](=[O:7])[O:10][CH2:11][CH2:12][C:13]([CH2:14][CH:15]([CH2:16][O:17][N+:18](=[O:19])[O-:20])[O:21][N+:22](=[O:23])[O-:24])([CH3:25])[CH3:26])[cH:8][cH:9]1)([O-:27])=[O:28].[Na+:30].[Na+:43].[OH-:29]>>[OH:10][CH2:11][CH2:12][C:13]([CH2:14][CH:15]([CH2:16][O:17][N+:18](=[O:19])[O-:20])[O:21][N+:22](=[O:23])[O-:24])([CH3:25])[CH3:26].